Dataset: the Open Reaction Database (ORD), a public repository of structured organic reaction records. Task: describe an organic reaction: reactants, conditions, products, and yield Starting materials: C1(=CC=CC=C1)COC1=CC=C(C(=O)OCC2=CC=CC=C2)C=C1 (Phenylmethyl 4-(phenylmethoxy)benzoate), [OH-].[Na+] (sodium hydroxide). The solvent is C(C)O (ethanol). Run at temperature 65 celsius. Product: C1(=CC=CC=C1)COC1=CC=C(C(=O)O)C=C1 (4-(phenylmethoxy)benzoic acid). The yield is 79.3%. Reaction SMILES: [C:1]1([CH2:7][O:8][C:9]2[CH:24]=[CH:23][C:12]([C:13]([O:15]CC3C=CC=CC=3)=[O:14])=[CH:11][CH:10]=2)[CH:6]=[CH:5][CH:4]=[CH:3][CH:2]=1.[OH-].[Na+]>C(O)C>[C:1]1([CH2:7][O:8][C:9]2[CH:10]=[CH:11][C:12]([C:13]([OH:15])=[O:14])=[CH:23][CH:24]=2)[CH:2]=[CH:3][CH:4]=[CH:5][CH:6]=1 |f:1.2|. Reported procedure: 4-(Phenylmethoxy)benzoic acid. In a modification of the literature method [E. L. Elied, R. P. Anderson, Reactions of esters with targeting amines. I. Benzyl esters from methyl esters and benzyldimethylamine, J. Am. Chem. Soc., 1952, 74, 547-549] a mixture of 4-hydroxybenzoic acid (27.6 g, 200 mmol), chloromethylbenzene (57.0 g, 450 mmol), potassium carbonate (50 g) and sodium iodide (25 g) was boiled under reflux in acetonitrile (500 mL) for 16 h. The suspension was filtered and the solvent was ... The yield is 87.7%. Run in O (Water). RXN SMILES: [F:1][C:2]1[CH:7]=[CH:6][C:5]([C:8]2[N:12]([CH3:13])[N:11]=[CH:10][C:9]=2/[CH:14]=[CH:15]/[C:16]([NH:18][C:19]2[CH:33]=[CH:32][C:22]([CH2:23][C:24]3[S:25][CH:26]=[C:27]([C:29]([OH:31])=O)[N:28]=3)=[CH:21][CH:20]=2)=[O:17])=[CH:4][CH:3]=1.Cl.C([N:37]=C=NCCCN(C)C)C.CN(C)C=O>O>[F:1][C:2]1[CH:7]=[CH:6][C:5]([C:8]2[N:12]([CH3:13])[N:11]=[CH:10][C:9]=2/[CH:14]=[CH:15]/[C:16]([NH:18][C:19]2[CH:20]=[CH:21][C:22]([CH2:23][C:24]3[S:25][CH:26]=[C:27]([C:29]([NH2:37])=[O:31])[N:28]=3)=[CH:32][CH:33]=2)=[O:17])=[CH:4][CH:3]=1 |f:1.2|. Starting materials: FC1=CC=C(C=C1)C1=C(C=NN1C)/C=C/C(=O)NC1=CC=C(CC=2SC=C(N2)C(=O)O)C=C1 (2-[4-({(2E)-3-[5-(4-fluorophenyl)-1-methyl-1H-pyrazol-4-yl]prop-2-enoyl}amino)benzyl]-1,3-thiazole-4-carboxylic acid), Cl.C(C)N=C=NCCCN(C)C (1-ethyl-3-(3-dimethylaminopropyl) carbodiimide hydrochloride), CN(C=O)C (N,N-dimethylformamide). The product is FC1=CC=C(C=C1)C1=C(C=NN1C)/C=C/C(=O)NC1=CC=C(CC=2SC=C(N2)C(=O)N)C=C1 (2-[4-({(2E)-3-[5-(4-fluorophenyl)-1-methyl-1H-pyrazol-4-yl]prop-2-enoyl}amino)benzyl]-1,3-thiazole-4-carboxamide). Reported procedure: A mixture of 2-[4-({(2E)-3-[5-(4-fluorophenyl)-1-methyl-1H-pyrazol-4-yl]prop-2-enoyl}amino)benzyl]-1,3-thiazole-4-carboxylic acid (0.24 g), a 1-hydroxy-1H-1,2,3-benzotriazole ammonia complex (0.12 g), 1-ethyl-3-(3-dimethylaminopropyl) carbodiimide hydrochloride (0.15 g) and N,N-dimethylformamide (5 mL) was stirred at room temperature for 3 days. Water was poured into the reaction mixture, and the mixture was extracted with ethyl acetate. The organic layer was washed successively with 0.1N hydroc... Reactants: CC(C)(C)OC(=O)CBr, O=C([O-])[O-], CCc1cc2c(O)cccc2n1Cc1ccccc1-c1ccccc1, CN(C)C=O, [Cs+], [Cs+], O. Product: CCc1cc2c(OCC(=O)OC(C)(C)C)cccc2n1Cc1ccccc1-c1ccccc1. RXN SMILES: [Br:32][CH2:33][C:34](=[O:35])[O:36][C:37]([CH3:38])([CH3:39])[CH3:40].[C:26](=[O:27])([O-:28])[O-:29].[CH2:1]([CH3:2])[c:3]1[n:4]([CH2:13][c:14]2[c:15](-[c:20]3[cH:21][cH:22][cH:23][cH:24][cH:25]3)[cH:16][cH:17][cH:18][cH:19]2)[c:5]2[cH:6][cH:7][cH:8][c:9]([OH:12])[c:10]2[cH:11]1.[CH3:42][N:43]([CH3:44])[CH:45]=[O:46].[Cs+:30].[Cs+:31].[OH2:41]>>[CH2:1]([CH3:2])[c:3]1[n:4]([CH2:13][c:14]2[c:15](-[c:20]3[cH:21][cH:22][cH:23][cH:24][cH:25]3)[cH:16][cH:17][cH:18][cH:19]2)[c:5]2[cH:6][cH:7][cH:8][c:9]([O:12][CH2:33][C:34](=[O:35])[O:36][C:37]([CH3:38])([CH3:39])[CH3:40])[c:10]2[cH:11]1. The reactants are O=C(NC1CCNCC1)c1ccccc1, CC(=O)O, CO, C=Cc1ccccn1. The product is O=C(NC1CCN(CCc2ccccn2)CC1)c1ccccc1. RXN SMILES: [C:9]([c:10]1[cH:11][cH:12][cH:13][cH:14][cH:15]1)(=[O:16])[NH:17][CH:18]1[CH2:19][CH2:20][NH:21][CH2:22][CH2:23]1.[CH3:24][C:25](=[O:26])[OH:27].[CH3:28][OH:29].[CH:1](=[CH2:2])[c:3]1[n:4][cH:5][cH:6][cH:7][cH:8]1>>[CH2:1]([CH2:2][N:21]1[CH2:20][CH2:19][CH:18]([NH:17][C:9]([c:10]2[cH:11][cH:12][cH:13][cH:14][cH:15]2)=[O:16])[CH2:23][CH2:22]1)[c:3]1[n:4][cH:5][cH:6][cH:7][cH:8]1.